Dataset: the Open Reaction Database (ORD), a public repository of structured organic reaction records. Task: describe an organic reaction: reactants, conditions, products, and yield Reactants: O=C([O-])[O-], Cc1cncc(B(O)O)c1, CCOC(C)=O, COC(=O)c1cc(Cl)ncc1-c1nccs1, [Cs+], [Cs+], CN(C)C=O, O. Product: COC(=O)c1cc(-c2cncc(C)c2)ncc1-c1nccs1. Reaction SMILES: [C:27](=[O:28])([O-:29])[O-:30].[CH3:17][c:18]1[cH:19][c:20]([B:24]([OH:25])[OH:26])[cH:21][n:22][cH:23]1.[CH3:39][CH2:40][O:41][C:42]([CH3:43])=[O:44].[Cl:1][c:2]1[cH:3][c:4]([C:5](=[O:6])[O:7][CH3:8])[c:9](-[c:12]2[s:13][cH:14][cH:15][n:16]2)[cH:10][n:11]1.[Cs+:31].[Cs+:32].[O:34]=[CH:35][N:36]([CH3:37])[CH3:38].[OH2:33]>>[c:2]1(-[c:20]2[cH:19][c:18]([CH3:17])[cH:23][n:22][cH:21]2)[cH:3][c:4]([C:5](=[O:6])[O:7][CH3:8])[c:9](-[c:12]2[s:13][cH:14][cH:15][n:16]2)[cH:10][n:11]1. Reactants: O=C([O-])[O-], CNC1CCCCC1, O=[N+]([O-])c1cc(F)ccc1F, [K+], [K+], O. The product is CN(c1ccc(F)cc1[N+](=O)[O-])C1CCCCC1. As a reaction SMILES: [C:1](=[O:2])([O-:3])[O-:4].[CH3:7][NH:8][CH:9]1[CH2:10][CH2:11][CH2:12][CH2:13][CH2:14]1.[F:15][c:16]1[c:17]([N+:23](=[O:24])[O-:25])[cH:18][c:19]([F:22])[cH:20][cH:21]1.[K+:5].[K+:6].[OH2:26]>>[CH3:7][N:8]([CH:9]1[CH2:10][CH2:11][CH2:12][CH2:13][CH2:14]1)[c:16]1[c:17]([N+:23](=[O:24])[O-:25])[cH:18][c:19]([F:22])[cH:20][cH:21]1. The reactants are C(=O)(Cl)Cl.C1(=CC=CC=C1)C (phosgene toluene), COC1=CC=C(C=C1)C(C)(C)CCNCC1CCNCC1 (2-(4-methoxyphenyl-1-methylethyl]-N-ethyl-(piperidin-4-ylmethyl)amine). Solvent: C(C)OCC (ethyl ether), C(C)OCC (ethyl ether). Product: Cl.COC1=CC=C(C=C1)C(C)(C)CCNCC1CCN(CC1)C(=O)Cl (2-(4-methoxyphenyl-1-methylethyl]-N-ethyl-(1-chlorocarbonylpiperidin-4-ylmethyl)amine hydrochloride). Isolated yield 77.4%. Reaction SMILES: [C:1]([Cl:4])([Cl:3])=[O:2].C1(C)C=CC=CC=1.[CH3:12][O:13][C:14]1[CH:19]=[CH:18][C:17]([C:20]([CH2:23][CH2:24][NH:25][CH2:26][CH:27]2[CH2:32][CH2:31][NH:30][CH2:29][CH2:28]2)([CH3:22])[CH3:21])=[CH:16][CH:15]=1>C(OCC)C>[ClH:3].[CH3:12][O:13][C:14]1[CH:15]=[CH:16][C:17]([C:20]([CH2:23][CH2:24][NH:25][CH2:26][CH:27]2[CH2:32][CH2:31][N:30]([C:1]([Cl:4])=[O:2])[CH2:29][CH2:28]2)([CH3:21])[CH3:22])=[CH:18][CH:19]=1 |f:0.1,4.5|. Procedure details: To a solution of 2 M phosgene/toluene (2.0 ml, 4 mmole) in ethyl ether (20 ml) was added a solution of N-[2-(4-methoxyphenyl-1-methylethyl]-N-ethyl-(piperidin-4-ylmethyl)amine (0.23 grams, 0.79 mmole) in ethyl ether (30 ml). After 30 minutes the precipitate was collected by filtration and dried in vacuo to give N-[2-(4-methoxyphenyl-1-methylethyl]-N-ethyl-(1-chlorocarbonylpiperidin-4-ylmethyl)amine hydrochloride (0.238 grams, 77%), m.p. 144-145° C. The reactants are CCOC(C)=O, Cc1cccc(C)c1NCC(C)Cl, [I-], [K+], Nc1ccc(Cl)cc1. Product: Cc1cccc(C)c1NCC(C)Nc1ccc(Cl)cc1, Cl. As a reaction SMILES: [CH3:24][CH2:25][O:26][C:27](=[O:28])[CH3:29].[Cl:1][CH:2]([CH2:3][NH:4][c:5]1[c:6]([CH3:12])[cH:7][cH:8][cH:9][c:10]1[CH3:11])[CH3:13].[I-:23].[K+:22].[NH2:14][c:15]1[cH:16][cH:17][c:18]([Cl:19])[cH:20][cH:21]1>>[CH:2]([CH2:3][NH:4][c:5]1[c:6]([CH3:12])[cH:7][cH:8][cH:9][c:10]1[CH3:11])([CH3:13])[NH:14][c:15]1[cH:16][cH:17][c:18]([Cl:19])[cH:20][cH:21]1.[ClH:1]. Starting materials: intermediate 1, COC(C1=C(C=C(C=C1)Cl)N)=O (2-amino-4-chloro-benzoic acid methyl ester), CCCCCC (n-hexane), [N+](=O)([O-])C1=CC=C(C=C1)C(C(=O)O)C (2-(4-nitro-phenyl)-propionic acid), O=S(Cl)Cl (SOCl2). Procedure details: The objective compound was prepared by the same procedure for the intermediate 1, using a 2-(4-nitro-phenyl)-propionic acid (1.95 g, 10.0 mmol), SOCl2 (3.6 mL, 33.4 mmol), and 2-amino-4-chloro-benzoic acid methyl ester (1.24 g, 6.67 mmol). After normal workup, the pure objective compound (2.29 g, 95%) was obtained as slightly yellow solid by a flash column chromatography (n-hexane:EtOAc=8:1): 1H NMR (200 MHz, CDCl3) δ 1.65 (d, J=7.3 Hz, 3H, CH3), 3.83-3.93 (m, 4H, CO2CH3 & CH), 7.04 (dd, J=8.5, ... Product: COC(C1=C(C=C(C=C1)Cl)NC(C(C)C1=CC=C(C=C1)[N+](=O)[O-])=O)=O (4-chloro-2-[2-(4-nitro-phenyl)-propionylamino]-benzoic acid methyl ester). Reaction SMILES: [N+:1]([C:4]1[CH:9]=[CH:8][C:7]([CH:10]([CH3:14])[C:11]([OH:13])=O)=[CH:6][CH:5]=1)([O-:3])=[O:2].O=S(Cl)Cl.[CH3:19][O:20][C:21](=[O:30])[C:22]1[CH:27]=[CH:26][C:25]([Cl:28])=[CH:24][C:23]=1[NH2:29].CCCCCC>CCOC(C)=O>[CH3:19][O:20][C:21](=[O:30])[C:22]1[CH:27]=[CH:26][C:25]([Cl:28])=[CH:24][C:23]=1[NH:29][C:11](=[O:13])[CH:10]([C:7]1[CH:6]=[CH:5][C:4]([N+:1]([O-:3])=[O:2])=[CH:9][CH:8]=1)[CH3:14]. Run in CCOC(=O)C (EtOAc). Isolated yield 94.6%. The reactants are ClC=1C=C(C=CC1OC(C(F)(F)Br)(F)F)[N+](=O)[O-] (3-chloro-4-(2-bromo-1,1,2,2-tetrafluoroethoxy)nitrobenzene), Cl (hydrochloric acid), N1=C(C=CC=C1)C1=NC=CC=C1 (2,2'-bipyridyl), CS(=O)C (dimethylsulfoxide). Reagents/catalysts: [Cu] (copper). Solvent: CC1CCCCC1 (methylcyclohexane). Reaction conditions: time 2 hour. The product is FC1(OC2=C(C1(F)F)C=C(C=C2)[N+](=O)[O-])F (2,3-dihydro-2,2,3,3-tetrafluoro-5-nitrobenzofuran). Yield: 311.8%. Reaction SMILES: Cl[C:2]1[CH:3]=[C:4]([N+:16]([O-:18])=[O:17])[CH:5]=[CH:6][C:7]=1[O:8][C:9]([F:15])([F:14])[C:10](Br)([F:12])[F:11].N1C=CC=CC=1C1C=CC=CN=1.CS(C)=O.Cl>CC1CCCCC1.[Cu]>[F:14][C:9]1([F:15])[C:10]([F:12])([F:11])[C:2]2[CH:3]=[C:4]([N+:16]([O-:18])=[O:17])[CH:5]=[CH:6][C:7]=2[O:8]1. Reported procedure: Into a pressure bottle was placed 10.0 g (0.028 mole) 3-chloro-4-(2-bromo-1,1,2,2-tetrafluoroethoxy)nitrobenzene, 9.0 g (0.14 mole) copper powder (200 mesh), 0.45 g (0.0028 mole) 2,2'-bipyridyl, and 40 mL of dimethylsulfoxide. The pressure bottle was sealed and the reaction mixture stirred at 190°-195° C. for two hours. The pressure bottle was cooled to room temperature, opened, and the contents poured into a separatory funnel. Approximately 200 mL of a 2N hydrochloric acid solution was added to...